The task is: describe an organic reaction: reactants, conditions, products, and yield. This data is from the Open Reaction Database (ORD), a public repository of structured organic reaction records. The reactants are [Al+3], CCOC(=O)CC1CCC(C)(C)CC1, Cl, [H-], [H-], [H-], [H-], [Li+], C1CCOC1. Yields the product CC1(C)CCC(CCO)CC1. As a reaction SMILES: [Al+3:16].[CH3:1][C:2]1([CH3:14])[CH2:3][CH2:4][CH:5]([CH2:8][C:9](=[O:10])[O:11][CH2:12][CH3:13])[CH2:6][CH2:7]1.[ClH:21].[H-:15].[H-:18].[H-:19].[H-:20].[Li+:17].[O:22]1[CH2:23][CH2:24][CH2:25][CH2:26]1>>[CH3:1][C:2]1([CH3:14])[CH2:3][CH2:4][CH:5]([CH2:8][CH2:9][OH:10])[CH2:6][CH2:7]1. Starting materials: P(=O)(Cl)(Cl)Cl (Phosphoryl trichloride), BrC=1C=C(C(=O)N)C=C(C1F)Br (3,5-dibromo-4-fluorobenzamide), P(=O)(Cl)(Cl)Cl (phosphoryl trichloride). The solvent is C(C)#N (acetonitrile). Conditions: time 8 hour. The product is BrC=1C=C(C#N)C=C(C1F)Br (3,5-dibromo-4-fluorobenzonitrile). The yield is 118.5%. As a reaction SMILES: P(Cl)(Cl)(Cl)=O.[Br:6][C:7]1[CH:8]=[C:9]([CH:13]=[C:14]([Br:17])[C:15]=1[F:16])[C:10]([NH2:12])=O>C(#N)C>[Br:6][C:7]1[CH:8]=[C:9]([CH:13]=[C:14]([Br:17])[C:15]=1[F:16])[C:10]#[N:12]. Procedure: (I14B): Phosphoryl trichloride (8.0 ml, 86 mmol) was added to a suspension of 3,5-dibromo-4-fluorobenzamide (11.27 g, crude, ˜22.7 mmol) in acetonitrile (400 ml) at room temperature. The reaction mixture was heated to reflux for 30 minutes. Additional phosphoryl trichloride (8.0 ml, 86 mmol) was added and the mixture heated to reflux for an additional hour, then stirred at room temperature overnight, A precipitate had formed and was removed by filtration. (The product is well soluble in acetonit... Reactants: [BH4-], O=[N+]([O-])C=Cc1ccc(OCc2ccccc2)cc1, CC(=O)O, CS(C)=O, [Na+], O. Yields the product O=[N+]([O-])CCc1ccc(OCc2ccccc2)cc1. RXN SMILES: [BH4-:28].[CH2:1]([c:2]1[cH:3][cH:4][cH:5][cH:6][cH:7]1)[O:8][c:9]1[cH:10][cH:11][c:12]([CH:15]=[CH:16][N+:17](=[O:18])[O-:19])[cH:13][cH:14]1.[CH3:20][C:21](=[O:22])[OH:23].[CH3:24][S:25](=[O:26])[CH3:27].[Na+:29].[OH2:30]>>[CH2:1]([c:2]1[cH:3][cH:4][cH:5][cH:6][cH:7]1)[O:8][c:9]1[cH:10][cH:11][c:12]([CH2:15][CH2:16][N+:17](=[O:18])[O-:19])[cH:13][cH:14]1. Product: C(C1=CC=CC=C1)N1CN(C2(C1=O)CCNCC2)C2=CC=CC=C2 (3-benzyl-1-phenyl-1,3,8-triaza-spiro[4.5]decan-4-one). The reactants are C(C)(C)(C)OC(=O)N1CCC2(C(N(CN2C2=CC=CC=C2)CC2=CC=CC=C2)=O)CC1 (3-benzyl-4-oxo-1-phenyl-1,3,8-triaza-spiro[4.5]decane-8-carboxylic acid tert-butyl ester), saturated solution, Cl (HCl). Procedure: A solution of 2.16 g (5.12 mmol) 3-benzyl-4-oxo-1-phenyl-1,3,8-triaza-spiro[4.5]decane-8-carboxylic acid tert-butyl ester in 43 ml ethyl acetate and 25 ml of a saturated solution of HCl in ether was stirred at ambient temperature for 90 min. The resulting suspension was filtered, the filtrate was dissolved in water and treated with saturated NaHCO3 and extracted with dichloromethane. The combined organic extracts were washed with brine, dried over MgSO4, filtered and evaporated to provide 3-benz... Solvent: C(C)(=O)OCC (ethyl acetate), CCOCC (ether). Reaction SMILES: C(OC([N:8]1[CH2:31][CH2:30][C:11]2([N:15]([C:16]3[CH:21]=[CH:20][CH:19]=[CH:18][CH:17]=3)[CH2:14][N:13]([CH2:22][C:23]3[CH:28]=[CH:27][CH:26]=[CH:25][CH:24]=3)[C:12]2=[O:29])[CH2:10][CH2:9]1)=O)(C)(C)C.Cl>C(OCC)(=O)C.CCOCC>[CH2:22]([N:13]1[C:12](=[O:29])[C:11]2([CH2:30][CH2:31][NH:8][CH2:9][CH2:10]2)[N:15]([C:16]2[CH:21]=[CH:20][CH:19]=[CH:18][CH:17]=2)[CH2:14]1)[C:23]1[CH:24]=[CH:25][CH:26]=[CH:27][CH:28]=1. The reactants are CNC (dimethylamine), NC1=C(C=CC(=N1)NCCNC1=NC=C(C(=N1)C1=C(C=C(C=C1)Cl)Cl)N1C(C=CC1=O)=O)[N+](=O)[O-] (1-[2-({2-[(6-amino-5-nitro(2-pyridyl))amino]ethyl}amino)4-(2,4-dichlorophenyl)pyrimidin-5-yl]-3-pyrroline-2,5-dione). Product: NC1=C(C=CC(=N1)NCCNC1=NC=C(C(=N1)C1=C(C=C(C=C1)Cl)Cl)N1C(C(CC1=O)N(C)C)=O)[N+](=O)[O-] (1-[2-({2-[(6-amino-5-nitro(2-pyridyl))amino]ethyl}amino)-4-(2,4-dichlorophenyl)pyrimidin-5-yl]-3-(dimethylamino)pyrrolidine-2,5-dione). RXN SMILES: [CH3:1][NH:2][CH3:3].[NH2:4][C:5]1[N:10]=[C:9]([NH:11][CH2:12][CH2:13][NH:14][C:15]2[N:20]=[C:19]([C:21]3[CH:26]=[CH:25][C:24]([Cl:27])=[CH:23][C:22]=3[Cl:28])[C:18]([N:29]3[C:33](=[O:34])[CH:32]=[CH:31][C:30]3=[O:35])=[CH:17][N:16]=2)[CH:8]=[CH:7][C:6]=1[N+:36]([O-:38])=[O:37]>>[NH2:4][C:5]1[N:10]=[C:9]([NH:11][CH2:12][CH2:13][NH:14][C:15]2[N:20]=[C:19]([C:21]3[CH:26]=[CH:25][C:24]([Cl:27])=[CH:23][C:22]=3[Cl:28])[C:18]([N:29]3[C:33](=[O:34])[CH2:32][CH:31]([N:2]([CH3:3])[CH3:1])[C:30]3=[O:35])=[CH:17][N:16]=2)[CH:8]=[CH:7][C:6]=1[N+:36]([O-:38])=[O:37]. Reported procedure: A large excess of dimethylamine was added to clean fractions of 1-[2-({2-[(6-amino-5-nitro(2-pyridyl))amino]ethyl}amino)4-(2,4-dichlorophenyl)pyrimidin-5-yl]-3-pyrroline-2,5-dione concentrated in vacuo. Starting materials: C(C)(=O)C=1OC2=C(C1)C(=CC=C2)OC (2-acetyl-4-methoxybenzofuran), ClS(=O)(=O)O (chlorosulfonic acid). Product: C(C)(=O)C=1OC2=C(C1)C(=CC=C2S(=O)(=O)Cl)OC (2-acetyl-4-methoxy-7-chlorosulfonylbenzofuran). The yield is 93.0%. RXN SMILES: [C:1]([C:4]1[O:5][C:6]2[CH:12]=[CH:11][CH:10]=[C:9]([O:13][CH3:14])[C:7]=2[CH:8]=1)(=[O:3])[CH3:2].[Cl:15][S:16](O)(=[O:18])=[O:17]>>[C:1]([C:4]1[O:5][C:6]2[C:12]([S:16]([Cl:15])(=[O:18])=[O:17])=[CH:11][CH:10]=[C:9]([O:13][CH3:14])[C:7]=2[CH:8]=1)(=[O:3])[CH3:2]. Procedure: There was reacted 0.95 g (5 mmole) of 2-acetyl-4-methoxybenzofuran with chlorosulfonic acid as in Example 1, yielding 1.3 g of 2-acetyl-4-methoxy-7-chlorosulfonylbenzofuran (yield: 93%, MS (m/z): 288 (M+), 273, 253 and 189). The obtained chlorosulfonyl compound was reacted with glycine ethyl ester hydrochloride to give an ester compound (yield: 97%, MS (m/z): 354 (M+), 281, 252 and 188), which was then hydrolyzed to give 2-acetyl-4-methoxy-7-(N-carboxymethylsulfamoyl)benzofuran (yellow plates, y...